From a dataset of the Open Reaction Database (ORD), a public repository of structured organic reaction records. describe an organic reaction: reactants, conditions, products, and yield The solvent is CN(C=O)C (dimethylformamide). Reaction SMILES: [CH:1]1[C:10]2[CH:9]=[CH:8][CH:7]=[C:6]([S:11]([NH:14][C@H:15]([C:37]([N:39]3[CH2:44][CH2:43][NH:42][CH2:41][CH2:40]3)=[O:38])[CH2:16][C:17]3[CH:22]=[CH:21][C:20]([O:23][S:24]([C:27]4[C:28]5[CH:29]=[CH:30][N:31]=[CH:32][C:33]=5[CH:34]=[CH:35][CH:36]=4)(=[O:26])=[O:25])=[CH:19][CH:18]=3)(=[O:13])=[O:12])[C:5]=2[CH:4]=[CH:3][N:2]=1.[C:45]1([CH2:51][CH2:52][CH2:53]Br)[CH:50]=[CH:49][CH:48]=[CH:47][CH:46]=1.C(=O)([O-])[O-].[K+].[K+].[I-].[Na+].[Cl-].[Na+]>CN(C)C=O>[CH:1]1[C:10]2[CH:9]=[CH:8][CH:7]=[C:6]([S:11]([NH:14][C@H:15]([C:37]([N:39]3[CH2:40][CH2:41][N:42]([CH2:53][CH2:52][CH2:51][C:45]4[CH:50]=[CH:49][CH:48]=[CH:47][CH:46]=4)[CH2:43][CH2:44]3)=[O:38])[CH2:16][C:17]3[CH:18]=[CH:19][C:20]([O:23][S:24]([C:27]4[C:28]5[CH:29]=[CH:30][N:31]=[CH:32][C:33]=5[CH:34]=[CH:35][CH:36]=4)(=[O:26])=[O:25])=[CH:21][CH:22]=3)(=[O:12])=[O:13])[C:5]=2[CH:4]=[CH:3][N:2]=1 |f:2.3.4,5.6,7.8|. Reported procedure: 301 mg of the crude product obtained in Example 28 and 95 mg of 3-phenylpropyl bromide were dissolved in 5 ml of dimethylformamide, and to the solution were added 66 mg of potassium carbonate and 72 mg of sodium iodide. After stirring at 80° C. for 7 hours, 30 ml of saturated sodium chloride was added to the reaction mixture, which was then extracted with 40 ml of ethyl acetate, and the extract was washed with 30 ml of saturated sodium chloride aqueous solution, dried over magnesium sulfate, and... The product is C1=NC=CC=2C(=CC=CC12)S(=O)(=O)N[C@@H](CC1=CC=C(C=C1)OS(=O)(=O)C=1C=2C=CN=CC2C=CC1)C(=O)N1CCN(CC1)CCCC1=CC=CC=C1 (1-[N,O-Bis(5-Isoquinolinesulphonyl)Tyrosyl]-4-(3-Phenylpropyl)Piperazine). Reactants: [Cl-].[Na+] (sodium chloride), C1=NC=CC=2C(=CC=CC12)S(=O)(=O)N[C@@H](CC1=CC=C(C=C1)OS(=O)(=O)C=1C=2C=CN=CC2C=CC1)C(=O)N1CCNCC1 (1-[N,O-Bis(5-Isoquinolinesulfonyl)Tyrosyl]Piperazine), C1(=CC=CC=C1)CCCBr (3-phenylpropyl bromide), C([O-])([O-])=O.[K+].[K+] (potassium carbonate), [I-].[Na+] (sodium iodide). Yield: 60.5%. Reaction conditions: temperature 80 celsius, time 7 hour. Starting materials: O (water), [H-].[Na+] (Sodium hydride), OC=1C=NC=CC1 (3-hydroxypyridine), BrCC(=O)OCC (Ethyl bromoacetate). The solvent is CS(=O)C (dimethylsulphoxide). The product is N1=CC(=CC=C1)OCC(=O)OCC (2-(3-Pyridinyloxy)acetic acid, ethyl ester). As a reaction SMILES: [H-].[Na+].[OH:3][C:4]1[CH:5]=[N:6][CH:7]=[CH:8][CH:9]=1.Br[CH2:11][C:12]([O:14][CH2:15][CH3:16])=[O:13].O>CS(C)=O>[N:6]1[CH:7]=[CH:8][CH:9]=[C:4]([O:3][CH2:11][C:12]([O:14][CH2:15][CH3:16])=[O:13])[CH:5]=1 |f:0.1|. Reported procedure: Sodium hydride (7.15 g) was added portion-wise to a stirred solution of 3-hydroxypyridine (19 g) in dry dimethylsulphoxide (100 ml) during 1 hr. Ethyl bromoacetate (33.4. g) was added during 1 h. and water (250 ml) slowly added. The solution was extracted with chloroform (3×150 ml) and the combined extracts washed with 2 N sodium carbonate (75 ml) and dried (Na2SO4). Evaporation of the solvent gave a liquid which was distilled (120°-130°/0.1 mm) to yield the title compound (8.7 g). Reactants: CCO, O=C[O-], [NH4+], CCN(C(C)Cc1ccc2c(c1)CCO2)C(C)c1ccccc1. Product: CCNC(C)Cc1ccc2c(c1)CCO2. Reaction SMILES: [CH3:28][CH2:29][OH:30].[CH:24]([O-:25])=[O:26].[NH4+:27].[O:1]1[CH2:2][CH2:3][c:4]2[c:5]1[cH:6][cH:7][c:8]([CH2:10][CH:11]([CH3:12])[N:13]([CH2:14][CH3:15])[CH:16]([c:17]1[cH:18][cH:19][cH:20][cH:21][cH:22]1)[CH3:23])[cH:9]2>>[O:1]1[CH2:2][CH2:3][c:4]2[c:5]1[cH:6][cH:7][c:8]([CH2:10][CH:11]([CH3:12])[NH:13][CH2:14][CH3:15])[cH:9]2. The reactants are C(C)(=O)N1CCN(CC1)C(C)C1=CC(=NC=C1)NC(OC(C)(C)C)=O (tert-Butyl 4-[1-(4-acetylpiperazin-1-yl)ethyl]pyridin-2-ylcarbamate), [H-].[Na+] (NaH), ClC=1SC(=CN1)C#N (2-chloro-5-cyano-1,3-thiazole). Solvent: O (H2O), C(=O)(O)[O-].[Na+] (NaHCO3), Cl (HCl), O1CCOCC1 (dioxane). Yields the product C(C)(=O)N1CCN(CC1)C(C)C1=CC(=NC=C1)NC=1SC(=CN1)C#N (2-({4-[1-(4-Acetylpiperazin-1-yl)ethyl]pyridin-2-yl}amino)-1,3-thiazole-5-carbonitrile). Reaction SMILES: [C:1]([N:4]1[CH2:9][CH2:8][N:7]([CH:10]([C:12]2[CH:17]=[CH:16][N:15]=[C:14]([NH:18][C:19](=O)OC(C)(C)C)[CH:13]=2)[CH3:11])[CH2:6][CH2:5]1)(=[O:3])[CH3:2].[H-].[Na+].ClC1[S:30][C:31]([C:34]#[N:35])=[CH:32][N:33]=1>Cl.O1CCOCC1.O.C([O-])(O)=O.[Na+]>[C:1]([N:4]1[CH2:5][CH2:6][N:7]([CH:10]([C:12]2[CH:17]=[CH:16][N:15]=[C:14]([NH:18][C:19]3[S:30][C:31]([C:34]#[N:35])=[CH:32][N:33]=3)[CH:13]=2)[CH3:11])[CH2:8][CH2:9]1)(=[O:3])[CH3:2] |f:1.2,7.8|. Reported procedure: tert-Butyl 4-[1-(4-acetylpiperazin-1-yl)ethyl]pyridin-2-ylcarbamate (16-4, 137 mg, 0.39 mmole) was taken up in 4 M HCl in dioxane (10 mL) at RT. After 60 hr the mixture was diluted with H2O and neutralized with solid NaHCO3. The resulting mixture was extracted with CH2Cl2 (3×). The combined organic layers were dried (MgSO4), filtered, and concentrated. The residue was taken up in dry THF (2 mL). To this was added NaH (40 mg, 60% dispersion in mineral oil, 0.98 mmole). After gas evolution had cea... The reactants are NCC1(CN)CC1, S=C=S. Product: S=C1NCC2(CC2)CN1. Reaction SMILES: [C:1]1([CH2:4][NH2:5])([CH2:6][NH2:7])[CH2:2][CH2:3]1.[S:8]=[C:9]=[S:10]>>[C:1]12([CH2:2][CH2:3]1)[CH2:4][NH:5][C:9](=[S:8])[NH:7][CH2:6]2. The reactants are C1(CCCC1)O (cyclopentanol), [H-].[Na+] (NaH), ClC1=NC2=C(C=CC=C2C=C1)C1=CC=2C(NCCC2N1)=O (2-(2-Chloroquinolin-8-yl)-6,7-dihydro-1H-pyrrolo[3,2-c]pyridin-4(5H)-one), CCOC(=O)C (EtOAc). Solvent: CN(C)C=O (DMF). Reaction conditions: time 10 minute. The product is C1(CCCC1)OC1=NC2=C(C=CC=C2C=C1)C1=CC=2C(NCCC2N1)=O (2-(2-(cyclopentyloxy)quinolin-8-yl)-6,7-dihydro-1H-pyrrolo[3,2-c]pyridin-4(5H)-one). The yield is 36.0%. Reaction SMILES: [CH:1]1([OH:6])[CH2:5][CH2:4][CH2:3][CH2:2]1.[H-].[Na+].Cl[C:10]1[CH:19]=[CH:18][C:17]2[C:12](=[C:13]([C:20]3[NH:28][C:27]4[CH2:26][CH2:25][NH:24][C:23](=[O:29])[C:22]=4[CH:21]=3)[CH:14]=[CH:15][CH:16]=2)[N:11]=1.CCOC(C)=O>CN(C=O)C>[CH:1]1([O:6][C:10]2[CH:19]=[CH:18][C:17]3[C:12](=[C:13]([C:20]4[NH:28][C:27]5[CH2:26][CH2:25][NH:24][C:23](=[O:29])[C:22]=5[CH:21]=4)[CH:14]=[CH:15][CH:16]=3)[N:11]=2)[CH2:5][CH2:4][CH2:3][CH2:2]1 |f:1.2|. Procedure details: Similar to the method described in Example 103, cyclopentanol (0.18 mL, 2.02 mmol) was added to a suspension of NaH (60% w/w in mineral oil) (81 mg, 2.02 mmol) in DMF (2.0 mL) and the resulting light-yellow solution was stirred at RT for 10 min. 2-(2-Chloroquinolin-8-yl)-6,7-dihydro-1H-pyrrolo[3,2-c]pyridin-4(5H)-one (Example 1; 75 mg, 0.25 mmol) was then added and the resulting dark red solution was stirred at RT for 5 min, then heated at 70° C. for 3 h. The mixture was cooled to RT and partiti... The reactants are NC[C@@]1([C@H]2C=C(C[C@H]2C1)C(C)C)CC(=O)OC(C)(C)C (Tert-butyl(±)-[(1S,5R,6R)-6-aminomethyl-3-isopropylbicyclo[3.2.0]hept-3-en-6-yl]acetate). The solvent is Cl.C(C)(=O)OCC (hydrochloric acid ethyl acetate). Conditions: time 2 hour. Product: NC[C@@]1([C@H]2C=C(C[C@H]2C1)C(C)C)CC(=O)O ((±)-[(1S,5R,6R)-6-aminomethyl-3-isopropylbicyclo[3.2.0]hept-3-en-6-yl]acetic acid). Yield: 50.3%. Reaction SMILES: [NH2:1][CH2:2][C@@:3]1([CH2:13][C:14]([O:16]C(C)(C)C)=[O:15])[CH2:9][C@H:8]2[C@@H:4]1[CH:5]=[C:6]([CH:10]([CH3:12])[CH3:11])[CH2:7]2>Cl.C(OCC)(=O)C>[NH2:1][CH2:2][C@@:3]1([CH2:13][C:14]([OH:16])=[O:15])[CH2:9][C@H:8]2[C@@H:4]1[CH:5]=[C:6]([CH:10]([CH3:12])[CH3:11])[CH2:7]2 |f:1.2|. Procedure: Tert-butyl(±)-[(1S,5R,6R)-6-aminomethyl-3-isopropylbicyclo[3.2.0]hept-3-en-6-yl]acetate (2.50 g, 9.0 mmol) was dissolved in a 4 N hydrochloric acid-ethyl acetate solution (25 mL), and the solution was stirred at room temperature for 2 hours. Then, the solvent was distilled off under reduced pressure. The residue was suspended by the addition of dichloromethane. To the suspension, triethylamine was then added dropwise, and the resulting powder was collected by filtration. The obtained powder was ... Starting materials: CC1=CC2=C(N=CN2)C=C1C (5,6-dimethylbenzimidazole), [H-].[Na+] (NaH), ClCCCCO (4-chloro-1-butanol), [H-].[Na+] (NaH), ClCCCCO (4-chloro-1-butanol). Run in CN(C=O)C (N,N-dimethylformamide). Run at time 30 minute. Yields the product OCCCCN1C=NC2=C1C=C(C(=C2)C)C (1-(4-hydroxybutyl)-5,6-dimethylbenzimidazole). Reaction SMILES: [CH3:1][C:2]1[C:10]([CH3:11])=[CH:9][C:5]2[N:6]=[CH:7][NH:8][C:4]=2[CH:3]=1.[H-].[Na+].Cl[CH2:15][CH2:16][CH2:17][CH2:18][OH:19]>CN(C)C=O>[OH:19][CH2:18][CH2:17][CH2:16][CH2:15][N:6]1[C:5]2[CH:9]=[C:10]([CH3:11])[C:2]([CH3:1])=[CH:3][C:4]=2[N:8]=[CH:7]1 |f:1.2|. Procedure: To a solution of 1.46 g of 5,6-dimethylbenzimidazole dissolved in 50 ml of dry N,N-dimethylformamide was added 0.9 g of NaH, the mixture was stirred at room temperature for 30 minutes, 8 ml of 4-chloro-1-butanol was added dropwise, and after stirring at room temperature for one day, 0.65 g of NaH and 2 ml of 4-chloro-1-butanol were further added to carry out the reaction for 8 days. Following the same processes as in Example 1, crude 1-(4-hydroxybutyl)-5,6-dimethylbenzimidazole was obtained. The... Reactants: ClC1=C(C=CC=C1)N1C(NC2=NC(=NC=C2C1)N[C@@H]1CC[C@H](CC1)O)=O (3-(2-chlorophenyl)-7-(trans-4-hydroxycyclohexylamino)-3,4-dihydropyrimido[4,5-d]pyrimidin-2(1H)-one), O (water), [Si](C)(C)(C(C)(C)C)Cl (tert-butyldimethylsilyl chloride), N1C=NC=C1 (imidazole). The solvent is CN(C=O)C (dimethylformamide). Run at temperature 50 celsius, time 30 minute. Yields the product ClC1=C(C=CC=C1)N1C(NC2=NC(=NC=C2C1)N[C@@H]1CC[C@H](CC1)O[Si](C)(C)C(C)(C)C)=O (3-(2-chlorophenyl)-7-(trans-4-tert-butyl-dimethylsilyloxycyclohexylamino)-3,4-dihydropyrimido[4,5-d]pyrimidin-2(1H)-one). The yield is 77.0%. As a reaction SMILES: [Cl:1][C:2]1[CH:7]=[CH:6][CH:5]=[CH:4][C:3]=1[N:8]1[CH2:17][C:16]2[C:11](=[N:12][C:13]([NH:18][C@H:19]3[CH2:24][CH2:23][C@H:22]([OH:25])[CH2:21][CH2:20]3)=[N:14][CH:15]=2)[NH:10][C:9]1=[O:26].[Si:27](Cl)([C:30]([CH3:33])([CH3:32])[CH3:31])([CH3:29])[CH3:28].N1C=CN=C1.O>CN(C)C=O>[Cl:1][C:2]1[CH:7]=[CH:6][CH:5]=[CH:4][C:3]=1[N:8]1[CH2:17][C:16]2[C:11](=[N:12][C:13]([NH:18][C@H:19]3[CH2:20][CH2:21][C@H:22]([O:25][Si:27]([C:30]([CH3:33])([CH3:32])[CH3:31])([CH3:29])[CH3:28])[CH2:23][CH2:24]3)=[N:14][CH:15]=2)[NH:10][C:9]1=[O:26]. Procedure: A suspension of 3-(2-chlorophenyl)-7-(trans-4-hydroxycyclohexylamino)-3,4-dihydropyrimido[4,5-d]pyrimidin-2(1H)-one (1.86 g, 5 mmol) (prepared as described in Example 73) was combined with tert-butyldimethylsilyl chloride (1.05 g, 7 mmol) and imidazole (0.75 g, 11 mmol) in dimethylformamide (35 mL). The reaction mixture was heated at 50° C. for 24 hours, cooled to room temperature and added to water, stirred for 30 minutes, filtered and dried to give 1.88 g of 3-(2-chlorophenyl)-7-(trans-4-tert-... The reactants are O=C1CCC(CC1)C1CCC(CC1)C1OCC(CO1)CCCC (2-(4-(4-oxocyclohexyl)cyclohexyl)-5-n-butyl-1,3-dioxane), [BH4-].[Na+] (sodium borohydride), O (Water). Solvent: C(C)O (ethanol). Conditions: temperature 0 celsius, time 1 hour. Product: OC1CCC(CC1)C1CCC(CC1)C1OCC(CO1)CCCC (2-(4-(4-hydroxy-cyclohexyl)cyclohexyl)-5-n-butyl-1,3-dioxane). The yield is 37.4%. Reaction SMILES: [O:1]=[C:2]1[CH2:7][CH2:6][CH:5]([CH:8]2[CH2:13][CH2:12][CH:11]([CH:14]3[O:19][CH2:18][CH:17]([CH2:20][CH2:21][CH2:22][CH3:23])[CH2:16][O:15]3)[CH2:10][CH2:9]2)[CH2:4][CH2:3]1.[BH4-].[Na+].O>C(O)C>[OH:1][CH:2]1[CH2:3][CH2:4][CH:5]([CH:8]2[CH2:9][CH2:10][CH:11]([CH:14]3[O:15][CH2:16][CH:17]([CH2:20][CH2:21][CH2:22][CH3:23])[CH2:18][O:19]3)[CH2:12][CH2:13]2)[CH2:6][CH2:7]1 |f:1.2|. Procedure details: In 50 ml of ethanol was dissolved 3.2 g (9.9 mmol) of the 2-(4-(4-oxocyclohexyl)cyclohexyl)-5-n-butyl-1,3-dioxane, and the solution was cooled down to 0° C. To this solution was added gradually 0.19 g (5.0 mmol) of sodium borohydride such that the liquid temperature did not exceed 15° C., and the mixture was stirred for 1 hour. Water in an amount of 50 ml was added to the reaction mixture, the product thus formed was extracted with ether, the extract was washed with 1N-hydrochloric acid and wate...